describe an organic reaction: reactants, conditions, products, and yield From a dataset of the Open Reaction Database (ORD), a public repository of structured organic reaction records. Reactants: N#Cc1ccc(C2CCC(C=O)CC2)cc1, COC[P+](c1ccccc1)(c1ccccc1)c1ccccc1, COC(C)(C)C, [Cl-]. Product: COC=CC1CCC(c2ccc(C#N)cc2)CC1. As a reaction SMILES: [C:24](#[N:25])[c:26]1[cH:27][cH:28][c:29]([CH:32]2[CH2:33][CH2:34][CH:35]([CH:38]=[O:39])[CH2:36][CH2:37]2)[cH:30][cH:31]1.[CH3:2][O:3][CH2:4][P+:5]([c:6]1[cH:7][cH:8][cH:9][cH:10][cH:11]1)([c:12]1[cH:13][cH:14][cH:15][cH:16][cH:17]1)[c:18]1[cH:19][cH:20][cH:21][cH:22][cH:23]1.[CH3:40][O:41][C:42]([CH3:43])([CH3:44])[CH3:45].[Cl-:1]>>[CH3:2][O:3][CH:4]=[CH:38][CH:35]1[CH2:34][CH2:33][CH:32]([c:29]2[cH:28][cH:27][c:26]([C:24]#[N:25])[cH:31][cH:30]2)[CH2:37][CH2:36]1.